From a dataset of the Open Reaction Database (ORD), a public repository of structured organic reaction records. describe an organic reaction: reactants, conditions, products, and yield The reactants are C(C1=CC=CC=C1)OC1=CC=C(C(C2=CC=CC=C2)O)C=C1 (4-benzyloxybenzhydrol), N1C(=CC2=CC=CC=C12)C(=O)OCC (ethyl indole-2-carboxylate). The product is C(C1=CC=CC=C1)OC1=CC=C(C(C2=CC=CC=C2)C2=C(NC3=CC=CC=C23)C(=O)OCC)C=C1 (Ethyl 3-(4-benzyloxybenzhydryl)indole-2-carboxylate). Yield: 94.5%. As a reaction SMILES: [CH2:1]([O:8][C:9]1[CH:22]=[CH:21][C:12]([CH:13](O)[C:14]2[CH:19]=[CH:18][CH:17]=[CH:16][CH:15]=2)=[CH:11][CH:10]=1)[C:2]1[CH:7]=[CH:6][CH:5]=[CH:4][CH:3]=1.[NH:23]1[C:31]2[C:26](=[CH:27][CH:28]=[CH:29][CH:30]=2)[CH:25]=[C:24]1[C:32]([O:34][CH2:35][CH3:36])=[O:33]>>[CH2:1]([O:8][C:9]1[CH:22]=[CH:21][C:12]([CH:13]([C:25]2[C:26]3[C:31](=[CH:30][CH:29]=[CH:28][CH:27]=3)[NH:23][C:24]=2[C:32]([O:34][CH2:35][CH3:36])=[O:33])[C:14]2[CH:19]=[CH:18][CH:17]=[CH:16][CH:15]=2)=[CH:11][CH:10]=1)[C:2]1[CH:7]=[CH:6][CH:5]=[CH:4][CH:3]=1. Reported procedure: Substantially the same procedure as in Reference Example 4 was repeated using 4-benzyloxybenzhydrol (30.0 g, 103 mmol) and ethyl indole-2-carboxylate (18.5 g, 97.9 mmol) to give 42.7 g (yield: 95%) of the title compound.